Dataset: the Open Reaction Database (ORD), a public repository of structured organic reaction records. Task: describe an organic reaction: reactants, conditions, products, and yield Yields the product C(C)OCCOCCOCCS(=O)(=O)CCC(C)(N)C (4-(2-(2-(2-Ethoxyethoxy)ethoxy)ethylsulfonyl)-2-methylbutan-2-amine). Reaction conditions: time 1.5 hour. The solvent is CO (MeOH). Procedure: A solution of benzyl 4-(2-(2-(2-ethoxyethoxy)ethoxy)ethylsulfonyl)-2-methylbutan-2-ylcarbamate (119.8 mg, 0.2691 mmol) in MeOH (3 ml) was put under N2 and 10% Pd/C (12.6 mg) was added. The vessel was pressurized with H2 (1.3 atm) and the suspension stirred vigorously for 1.5 h. The suspension was filtered through a PTFE (0.45 um) filter and concentrated in vacuo, and the residue used without any further purification. LRMS (ESI/APCI): 312 [M+H]+. Reagents/catalysts: [Pd] (Pd/C). RXN SMILES: [CH2:1]([O:3][CH2:4][CH2:5][O:6][CH2:7][CH2:8][O:9][CH2:10][CH2:11][S:12]([CH2:15][CH2:16][C:17]([NH:20]C(=O)OCC1C=CC=CC=1)([CH3:19])[CH3:18])(=[O:14])=[O:13])[CH3:2]>CO.[Pd]>[CH2:1]([O:3][CH2:4][CH2:5][O:6][CH2:7][CH2:8][O:9][CH2:10][CH2:11][S:12]([CH2:15][CH2:16][C:17]([CH3:19])([NH2:20])[CH3:18])(=[O:14])=[O:13])[CH3:2]. The reactants are C(C)OCCOCCOCCS(=O)(=O)CCC(C)(C)NC(OCC1=CC=CC=C1)=O (benzyl 4-(2-(2-(2-ethoxyethoxy)ethoxy)ethylsulfonyl)-2-methylbutan-2-ylcarbamate). Reactants: C[Si](Cl)(C)C (trimethylchlorosilane), C(C)(C)(C)[Si](C)(C)Cl (tert-butylchlorodimethylsilane), O\C=C/1\C(CCC(C1)(C)C)=O ((2E)-2-(hydroxymethylene)-4,4-dimethylcyclohexanone), C(C)(C)[Si](Cl)(C(C)C)C(C)C (triisopropylchlorosilane). Run in C(C)N(CC)CC (triethylamine). The product is CC1(C\C(\C(CC1)=O)=C/O[Si](C(C)C)(C(C)C)C(C)C)C ((2E)-4,4-dimethyl-2-(((triisopropylsilyl)oxy)methylene)cyclohexanone), CC1(C\C(\C(CC1)=O)=C/O[Si](C)(C)C)C ((2E)-4,4-dimethyl-2-(((trimethylsilyl)oxy)methylene)cyclohexanone), [Si](C)(C)(C(C)(C)C)O\C=C/1\C(CCC(C1)(C)C)=O ((2E)-2-(((tert-butyl(dimethyl)silyl)oxy)methylene)-4,4-dimethylcyclohexanone). Reaction SMILES: [OH:1]/[CH:2]=[C:3]1/[C:4](=[O:11])[CH2:5][CH2:6][C:7]([CH3:10])([CH3:9])[CH2:8]/1.[CH3:12][Si:13]([CH3:16])([CH3:15])Cl.[C:17]([Si:21](Cl)([CH3:23])[CH3:22])([CH3:20])([CH3:19])[CH3:18].[CH:25]([Si:28]([CH:33]([CH3:35])[CH3:34])([CH:30]([CH3:32])[CH3:31])Cl)([CH3:27])[CH3:26]>C(N(CC)CC)C>[CH3:10][C:7]1([CH3:9])[CH2:6][CH2:5][C:4](=[O:11])/[C:3](=[CH:2]/[O:1][Si:28]([CH:33]([CH3:35])[CH3:34])([CH:30]([CH3:32])[CH3:31])[CH:25]([CH3:27])[CH3:26])/[CH2:8]1.[CH3:10][C:7]1([CH3:9])[CH2:6][CH2:5][C:4](=[O:11])/[C:3](=[CH:2]/[O:1][Si:13]([CH3:16])([CH3:15])[CH3:12])/[CH2:8]1.[Si:21]([O:1]/[CH:2]=[C:3]1/[C:4](=[O:11])[CH2:5][CH2:6][C:7]([CH3:9])([CH3:10])[CH2:8]/1)([C:17]([CH3:20])([CH3:19])[CH3:18])([CH3:23])[CH3:22]. Reported procedure: reacting the (2E)-2-(hydroxymethylene)-4,4-dimethylcyclohexanone, triethylamine and trimethylchlorosilane, tert-butylchlorodimethylsilane, or triisopropylchlorosilane to provide (2E)-4,4-dimethyl-2-(((triisopropylsilyl)oxy)methylene)cyclohexanone, (2E)-4,4-dimethyl-2-(((trimethylsilyl)oxy)methylene)cyclohexanone, or (2E)-2-(((tert-butyl(dimethyl)silyl)oxy)methylene)-4,4-dimethylcyclohexanone and isolating or not isolating the (2E)-4,4-dimethyl-2-(((triisopropylsilyl)oxy)methylene)cyclohexanone, ... Starting materials: CC=1N=C2N(C(NC3=C(C2)C=CC=C3)=O)C1 (2-methyl-11H-imidazo[1,2-c][1,3]bezodiazepine-5-(6H)-one), CN1CCNCC1 (N-methylpiperazine), C (charcoal). Run in C(Cl)Cl (methylene chloride). Conditions: time 8 hour. Product: CC=1N=C(NC1)CC1=C(C=CC=C1)NC(=O)N1CCN(CC1)C (1-[2-(4-methyl-2-imidazolylmethyl) phenylcarbamoyl]-4-methylpiperazine). As a reaction SMILES: [CH3:1][C:2]1[N:3]=[C:4]2[CH2:10][C:9]3[CH:11]=[CH:12][CH:13]=[CH:14][C:8]=3[NH:7][C:6](=[O:15])[N:5]2[CH:16]=1.[CH3:17][N:18]1[CH2:23][CH2:22][NH:21][CH2:20][CH2:19]1.C>C(Cl)Cl>[CH3:1][C:2]1[N:3]=[C:4]([CH2:10][C:9]2[CH:11]=[CH:12][CH:13]=[CH:14][C:8]=2[NH:7][C:6]([N:21]2[CH2:22][CH2:23][N:18]([CH3:17])[CH2:19][CH2:20]2)=[O:15])[NH:5][CH:16]=1. Procedure: A mixture of 16 g of 2-methyl-11H-imidazo[1,2-c][1,3]bezodiazepine-5-(6H)-one, 9.58 g of N-methylpiperazine and 160 ml of methylene chloride is stirred at room temperature overnight. The mixture is decolorized with charcoal and evaporated to dryness. The residue is crystallized from methanol-ether to give 1-[2-(4-methyl-2-imidazolylmethyl) phenylcarbamoyl]-4-methylpiperazine, m.p. 177°-179°. Reactants: C1COCCO1, CC(=O)[O-], COc1ccc(CN(Cc2ccc(OC)cc2)c2nc(C)nc(Cl)n2)cc1, CSc1ccc(C(C)c2cnc(F)c(B(O)O)c2)cc1, [K+]. Product: COc1ccc(CN(Cc2ccc(OC)cc2)c2nc(C)nc(-c3cc(C(C)c4ccc(SC)cc4)cnc3F)n2)cc1. RXN SMILES: [CH2:53]1[O:54][CH2:55][CH2:56][O:57][CH2:58]1.[CH3:49][C:50](=[O:51])[O-:52].[Cl:1][c:2]1[n:3][c:4]([N:9]([CH2:10][c:11]2[cH:12][cH:13][c:14]([O:17][CH3:18])[cH:15][cH:16]2)[CH2:19][c:20]2[cH:21][cH:22][c:23]([O:26][CH3:27])[cH:24][cH:25]2)[n:5][c:6]([CH3:8])[n:7]1.[F:28][c:29]1[n:30][cH:31][c:32]([CH:38]([CH3:39])[c:40]2[cH:41][cH:42][c:43]([S:46][CH3:47])[cH:44][cH:45]2)[cH:33][c:34]1[B:35]([OH:36])[OH:37].[K+:48]>>[c:2]1(-[c:34]2[c:29]([F:28])[n:30][cH:31][c:32]([CH:38]([CH3:39])[c:40]3[cH:41][cH:42][c:43]([S:46][CH3:47])[cH:44][cH:45]3)[cH:33]2)[n:3][c:4]([N:9]([CH2:10][c:11]2[cH:12][cH:13][c:14]([O:17][CH3:18])[cH:15][cH:16]2)[CH2:19][c:20]2[cH:21][cH:22][c:23]([O:26][CH3:27])[cH:24][cH:25]2)[n:5][c:6]([CH3:8])[n:7]1. The reactants are BrCCOC1CCCCO1, O=C([O-])[O-], COC(=O)N=C(SC)C(=Nc1ccc(C#N)c(F)c1)c1cc(OC)cc(O)c1F, [K+], [K+], CN(C)C=O, O. Yields the product COC(=O)N=C(SC)C(=Nc1ccc(C#N)c(F)c1)c1cc(OC)cc(OCCOC2CCCCO2)c1F. As a reaction SMILES: [Br:41][CH2:42][CH2:43][O:44][CH:45]1[O:46][CH2:47][CH2:48][CH2:49][CH2:50]1.[C:35](=[O:36])([O-:37])[O-:38].[CH3:6][O:7][C:8]([N:9]=[C:10]([C:11]([c:12]1[c:13]([F:21])[c:14]([OH:20])[cH:15][c:16]([O:18][CH3:19])[cH:17]1)=[N:22][c:23]1[cH:24][c:25]([F:31])[c:26]([C:29]#[N:30])[cH:27][cH:28]1)[S:32][CH3:33])=[O:34].[K+:39].[K+:40].[O:1]=[CH:2][N:3]([CH3:4])[CH3:5].[OH2:51]>>[CH3:6][O:7][C:8]([N:9]=[C:10]([C:11]([c:12]1[c:13]([F:21])[c:14]([O:20][CH2:42][CH2:43][O:44][CH:45]2[O:46][CH2:47][CH2:48][CH2:49][CH2:50]2)[cH:15][c:16]([O:18][CH3:19])[cH:17]1)=[N:22][c:23]1[cH:24][c:25]([F:31])[c:26]([C:29]#[N:30])[cH:27][cH:28]1)[S:32][CH3:33])=[O:34]. The reactants are CC[SiH](CC)CC, COc1ccc(NC(=O)C(=O)c2c3n(c4ccccc24)CCNCC3)cc1, ClCCCl, O=C(O)C(F)(F)F. Product: COc1ccc(NC(=O)Cc2c3n(c4ccccc24)CCNCC3)cc1. Reaction SMILES: [CH2:35]([SiH:36]([CH2:37][CH3:38])[CH2:39][CH3:40])[CH3:41].[CH3:1][O:2][c:3]1[cH:4][cH:5][c:6]([NH:9][C:10]([C:11]([c:12]2[c:13]3[n:14]([c:15]4[cH:16][cH:17][cH:18][cH:19][c:20]24)[CH2:21][CH2:22][NH:23][CH2:24][CH2:25]3)=[O:26])=[O:27])[cH:7][cH:8]1.[Cl:42][CH2:43][CH2:44][Cl:45].[F:28][C:29]([F:30])([F:31])[C:32]([OH:33])=[O:34]>>[CH3:1][O:2][c:3]1[cH:4][cH:5][c:6]([NH:9][C:10]([CH2:11][c:12]2[c:13]3[n:14]([c:15]4[cH:16][cH:17][cH:18][cH:19][c:20]24)[CH2:21][CH2:22][NH:23][CH2:24][CH2:25]3)=[O:27])[cH:7][cH:8]1. Starting materials: Cc1c[nH]c2nc(S)[nH]c(=O)c12, CO, COCCOC, O=C(c1ccc(F)cc1)c1ccc(CBr)cc1. The product is Cc1c[nH]c2nc(SCc3ccc(C(=O)c4ccc(F)cc4)cc3)[nH]c(=O)c12. RXN SMILES: [CH3:1][c:2]1[cH:3][nH:4][c:5]2[n:6][c:7]([SH:12])[nH:8][c:9](=[O:11])[c:10]12.[CH3:30][OH:31].[CH3:32][O:33][CH2:34][CH2:35][O:36][CH3:37].[F:13][c:14]1[cH:15][cH:16][c:17]([C:18](=[O:19])[c:20]2[cH:21][cH:22][c:23]([CH2:24][Br:25])[cH:26][cH:27]2)[cH:28][cH:29]1>>[CH3:1][c:2]1[cH:3][nH:4][c:5]2[n:6][c:7]([S:12][CH2:24][c:23]3[cH:22][cH:21][c:20]([C:18]([c:17]4[cH:16][cH:15][c:14]([F:13])[cH:29][cH:28]4)=[O:19])[cH:27][cH:26]3)[nH:8][c:9](=[O:11])[c:10]12. Yields the product [C@@H]12CNCC[C@H]2CN1C1=NC(=CC(=N1)N(C)C)C ((1R,6S)-[2-(3,8-Diaza-bicyclo[4.2.0]oct-8-yl)-6-methyl-pyrimidin-4-yl]-dimethyl-amine). Starting materials: C12CNCCC2CN1C1=NC2=CC=CC=C2N=C1 (2-(3,8-Diaza-bicyclo[4.2.0]oct-8-yl)-quinoxaline), ClC1=NC(=NC(=C1)C)N(C)C (4-chloro-2-dimethylamino-6-methylpyrimidine), ClC1=NC2=CC=CC=C2N=C1 (2-chloro-quinoxaline), C(C)(C)(C)OC(=O)N1CC2NCC2CC1 (3,8-diaza-bicyclo[4.2.0]octane-3-carboxylic acid tert-butyl ester), C(C)(C)(C)OC(=O)N1CC2NCC2CC1 (3,8-diaza-bicyclo[4.2.0]octane-3-carboxylic acid tert-butyl ester). Reported procedure: The title compound was prepared in a manner analogous to Intermediate 2, substituting (1R,6S)-(3,8-diaza-bicyclo[4.2.0]octane-3-carboxylic acid tert-butyl ester for 3,8-diaza-bicyclo[4.2.0]octane-3-carboxylic acid tert-butyl ester and 4-chloro-2-dimethylamino-6-methylpyrimidine for 2-chloro-quinoxaline in Step A. The residue was purified (FCC, SiO2, MeOH (2M NH3)/DCM, 0-10%). MS (ESI) mass calcd. for C13H21N5, 247.34; m/z found 248.1 [M+H]+. 1H NMR (CDCl3): 5.40 (s, 1H), 4.21-4.10 (m, 1H), 3.85 ... Reaction SMILES: [CH:1]12[N:8]([C:9]3C=N[C:16]4[C:11](=CC=[CH:14][CH:15]=4)[N:10]=3)[CH2:7][CH:6]1[CH2:5][CH2:4][NH:3][CH2:2]2.C(O[C:24]([N:26]1CCC2C(NC2)[CH2:27]1)=O)(C)(C)C.ClC1C=C(C)N=C(N(C)C)[N:36]=1.ClC1C=NC2C(=CC=CC=2)N=1>>[C@@H:1]12[N:8]([C:9]3[N:10]=[C:11]([N:26]([CH3:27])[CH3:24])[CH:16]=[C:15]([CH3:14])[N:36]=3)[CH2:7][C@@H:6]1[CH2:5][CH2:4][NH:3][CH2:2]2. The reactants are NC1=C2/C(/C(NC2=CC=C1N)=O)=C/C=1NC=CC1OC ((Z)-4,5-diamino-1,3-dihydro-3-[(3-methoxy-1H-pyrrol-2-yl)methylene]-2H-indol-2-one), NC1=C2/C(/C(NC2=CC=C1N)=O)=C/C=1NC=CC1OC ((Z)-4,5-diamino-1,3-dihydro-3-[(3-methoxy-1H-pyrrol-2-yl)methylene]-2H-indol-2-one), C1=COC(=C1)C(=O)C(=O)C2=CC=CO2 (furil). Solvent: C(C)O (ethanol). Yields the product O1C(=CC=C1)C=1C(=NC=2C=CC3=C(C2N1)/C(/C(N3)=O)=C/C=3NC=CC3OC)C=3OC=CC3 ((Z)-7,9-dihydro-2,3-di-(2-furanyl)-9-[(3-methoxy-1H-pyrrol-2-yl)methylene]-8H-pyrrolo[3,2-f]quinoxalin-8-one). Isolated yield 86.0%. As a reaction SMILES: [NH2:1][C:2]1[C:10]([NH2:11])=[CH:9][CH:8]=[C:7]2[C:3]=1/[C:4](=[CH:13]/[C:14]1[NH:15][CH:16]=[CH:17][C:18]=1[O:19][CH3:20])/[C:5](=[O:12])[NH:6]2.[CH:21]1[CH:25]=[C:24]([C:26]([C:28]([C:30]2[O:34][CH:33]=[CH:32][CH:31]=2)=O)=O)[O:23][CH:22]=1>C(O)C>[O:23]1[CH:22]=[CH:21][CH:25]=[C:24]1[C:26]1[C:28]([C:30]2[O:34][CH:33]=[CH:32][CH:31]=2)=[N:11][C:10]2[CH:9]=[CH:8][C:7]3[NH:6][C:5](=[O:12])/[C:4](=[CH:13]\[C:14]4[NH:15][CH:16]=[CH:17][C:18]=4[O:19][CH3:20])/[C:3]=3[C:2]=2[N:1]=1. Reported procedure: Using Method A above, (Z)-4,5-diamino-1,3-dihydro-3-[(3-methoxy-1H-pyrrol-2-yl)methylene]-2H-indol-2-one (60 mg, 0.22 mmol) (Starting Material 5) was condensed with furil (200 mg) (Aldrich) in ethanol (3 mL) at reflux to give (Z)-7,9-dihydro-2,3-di-(2-furanyl)-9-[(3-methoxy-1H-pyrrol-2-yl)methylene]-8H-pyrrolo[3,2-f]quinoxalin-8-one in 86% yield.